The task is: describe an organic reaction: reactants, conditions, products, and yield. This data is from the Open Reaction Database (ORD), a public repository of structured organic reaction records. Starting materials: C([O-])([O-])=O.[Na+].[Na+] (sodium carbonate), S(=S)(=O)([O-])[O-].[Na+].[Na+] (sodium thiosulfate), C1(=CC=CC=C1)CCC(C)O (4-phenylbutan-2-ol), C1C2CC3CC1C(C2)[NH+]3[O-] (Nor-AZADO), [Br-].[K+] (potassium bromide), Cl (hydrochloric acid), OO (hydrogen peroxide). The solvent is ClCCl (dichloromethane). Run at time 4 hour. Product: C[C@@H]1CC[C@H]([C@@H](C1)O)C(C)C (L-Menthol). Reaction SMILES: [C:1]1(CCC(O)C)C=CC=CC=1.[CH2:12]1[CH:17]2[CH:18]3[NH+]([O-])[CH:15]([CH2:16]2)[CH2:14][CH:13]1[CH2:19]3.[Br-].[K+].Cl.OO.[C:27](=[O:30])([O-])[O-].[Na+].[Na+].S([O-])([O-])(=O)=S.[Na+].[Na+]>ClCCl>[CH3:12][C@H:17]1[CH2:16][C@@H:27]([OH:30])[C@H:13]([CH:14]([CH3:15])[CH3:1])[CH2:19][CH2:18]1 |f:2.3,6.7.8,9.10.11|. Procedure: A solution of 4-phenylbutan-2-ol (100.1 mg, 0.666 mmol), Nor-AZADO (0.92 mg, 6.66 μmol), potassium bromide (39.7 mg, 0.333 mmol) and hydrochloric acid (11.1 μl, 0.133 mmol) in dichloromethane (0.67 ml) was added with 30% aqueous hydrogen peroxide (102.1 μl, 1.000 mmol), and the mixture was stirred at room temperature for 4 hours. The reaction mixture was added with saturated aqueous sodium carbonate (2 ml) and saturated aqueous sodium thiosulfate (2 ml), and the mixture was stirred at room tempe...